This data is from the Open Reaction Database (ORD), a public repository of structured organic reaction records. The task is: describe an organic reaction: reactants, conditions, products, and yield The reactants are C1CSCCN1, CS(C)=O, COc1cc(F)ccc1-c1nnc(-c2c(-c3ccccc3)noc2C)o1. The product is COc1cc(N2CCSCC2)ccc1-c1nnc(-c2c(-c3ccccc3)noc2C)o1. As a reaction SMILES: [CH2:27]1[CH2:28][S:29][CH2:30][CH2:31][NH:32]1.[CH3:33][S:34]([CH3:35])=[O:36].[F:1][c:2]1[cH:3][c:4]([O:25][CH3:26])[c:5](-[c:8]2[o:9][c:10](-[c:13]3[c:14](-[c:19]4[cH:20][cH:21][cH:22][cH:23][cH:24]4)[n:15][o:16][c:17]3[CH3:18])[n:11][n:12]2)[cH:6][cH:7]1>>[c:2]1([N:32]2[CH2:27][CH2:28][S:29][CH2:30][CH2:31]2)[cH:3][c:4]([O:25][CH3:26])[c:5](-[c:8]2[o:9][c:10](-[c:13]3[c:14](-[c:19]4[cH:20][cH:21][cH:22][cH:23][cH:24]4)[n:15][o:16][c:17]3[CH3:18])[n:11][n:12]2)[cH:6][cH:7]1. Reactants: COC(=O)CC(=O)OC, CS(C)=O, O=[N+]([O-])c1cccc(Nc2ccc(F)c([N+](=O)[O-])c2)c1, [H-], [Na+]. Yields the product COC(=O)C(C(=O)OC)c1ccc(Nc2cccc([N+](=O)[O-])c2)cc1[N+](=O)[O-]. Reaction SMILES: [C:3]([CH2:4][C:5](=[O:6])[O:7][CH3:8])(=[O:9])[O:10][CH3:11].[CH3:32][S:33]([CH3:34])=[O:35].[F:12][c:13]1[c:14]([N+:29](=[O:30])[O-:31])[cH:15][c:16]([NH:19][c:20]2[cH:21][c:22]([N+:26](=[O:27])[O-:28])[cH:23][cH:24][cH:25]2)[cH:17][cH:18]1.[H-:2].[Na+:1]>>[C:3]([CH:4]([C:5](=[O:6])[O:7][CH3:8])[c:13]1[c:14]([N+:29](=[O:30])[O-:31])[cH:15][c:16]([NH:19][c:20]2[cH:21][c:22]([N+:26](=[O:27])[O-:28])[cH:23][cH:24][cH:25]2)[cH:17][cH:18]1)(=[O:9])[O:10][CH3:11]. Solvent: C(Cl)Cl (CH2Cl2). The yield is 36.8%. Product: OC1=C2C(OCC2=C(C(=C1CC=C(CNCCP(O)(O)=O)C)OC)C)=O ({2-[4-(4-Hydroxy-6-methoxy-7-methyl-3-oxo-1,3-dihydro-isobenzofuran-5-yl)-2-methyl-but-2-enylamino]-ethyl}-phosphonic acid). Reported procedure: A solution of (2-{4-[6-methoxy-7-methyl-3-oxo-4-(2-trimethylsilanyl-ethoxy)-1,3-dihydro-isobenzofuran-5-yl]-2-methyl-but-2-enylamino}-ethyl)-phosphonic acid diethyl ester (30 mg, 0.055 mmol), TMSBr (72 μL, 0.55 mmol), and 2,6-lutidine (64 μL, 0.55 mmol) was stirred in CH2Cl2 (1 mL) and DMF (0.5 mL) for 1 hour at ambient temperature. The reaction mixture was purified by RP HPLC using a C18 column with a gradient of H2O, 0.1% TFA-acetonitrile, 0.1% TFA to provide 7.8 mg of the product as a white s... Reaction SMILES: C([O:3][P:4]([CH2:9][CH2:10][NH:11][CH2:12][C:13]([CH3:36])=[CH:14][CH2:15][C:16]1[C:17]([O:29]CC[Si](C)(C)C)=[C:18]2[C:22](=[C:23]([CH3:27])[C:24]=1[O:25][CH3:26])[CH2:21][O:20][C:19]2=[O:28])(=[O:8])[O:5]CC)C.C[Si](Br)(C)C.N1C(C)=CC=CC=1C.CN(C=O)C>C(Cl)Cl>[OH:29][C:17]1[C:16]([CH2:15][CH:14]=[C:13]([CH3:36])[CH2:12][NH:11][CH2:10][CH2:9][P:4](=[O:3])([OH:8])[OH:5])=[C:24]([O:25][CH3:26])[C:23]([CH3:27])=[C:22]2[C:18]=1[C:19](=[O:28])[O:20][CH2:21]2. Starting materials: CN(C)C=O (DMF), C(C)OP(OCC)(=O)CCNCC(=CCC=1C(=C2C(OCC2=C(C1OC)C)=O)OCC[Si](C)(C)C)C ((2-{4-[6-methoxy-7-methyl-3-oxo-4-(2-trimethylsilanyl-ethoxy)-1,3-dihydro-isobenzofuran-5-yl]-2-methyl-but-2-enylamino}-ethyl)-phosphonic acid diethyl ester), C[Si](C)(C)Br (TMSBr), N1=C(C=CC=C1C)C (2,6-lutidine). The reactants are [C@H]1(CCC2=CC=CC=C12)NC1=NC=2C=CC=C(C2C=C1)C#N (2-((R)-indan-1-ylamino)-quinoline-5-carbonitrile), Cl.NO (hydroxylamine hydrochloride), C([O-])([O-])=O.[Na+].[Na+] (sodium carbonate). The solvent is C(C)O (ethanol), O (water), O (water). The product is ONC(=N)C=1C=2C=CC(=NC2C=CC1)N[C@@H]1CCC2=CC=CC=C12 (N-hydroxy-2-((R)-indan-1-ylamino)-quinoline-5-carboxamidine). Isolated yield 78.5%. RXN SMILES: [C@H:1]1([NH:10][C:11]2[CH:20]=[CH:19][C:18]3[C:17]([C:21]#[N:22])=[CH:16][CH:15]=[CH:14][C:13]=3[N:12]=2)[C:9]2[C:4](=[CH:5][CH:6]=[CH:7][CH:8]=2)[CH2:3][CH2:2]1.Cl.[NH2:24][OH:25].C(=O)([O-])[O-].[Na+].[Na+]>C(O)C.O>[OH:25][NH:24][C:21]([C:17]1[C:18]2[CH:19]=[CH:20][C:11]([NH:10][C@H:1]3[C:9]4[C:4](=[CH:5][CH:6]=[CH:7][CH:8]=4)[CH2:3][CH2:2]3)=[N:12][C:13]=2[CH:14]=[CH:15][CH:16]=1)=[NH:22] |f:1.2,3.4.5|. Procedure details: A stirred suspension of 2-((R)-indan-1-ylamino)-quinoline-5-carbonitrile (example 29, step A) (571 mg, 2.0 mmol), hydroxylamine hydrochloride (514 mg, 7.4 mmol), sodium carbonate (424 mg, 4.0 mmol) in ethanol (7.5 ml) and water (7.5 ml) was heated under reflux conditions for 24 h, water (40 ml) was added, and the mixture was extracted with ethyl acetate (3×75 ml). The combined organic layers were washed with brine (30 ml), dried (MgSO4) and evaporated to yield the crude product as solid which wa... Reactants: CCOC(=O)CO, Clc1ccc(CNc2cc(Cl)nc(Cl)n2)cc1, [H-], [Na+], C1CCOC1. Yields the product CCOC(=O)COc1nc(Cl)cc(NCc2ccc(Cl)cc2)n1. RXN SMILES: [C:1]([CH2:2][OH:3])(=[O:4])[O:5][CH2:6][CH3:7].[Cl:10][c:11]1[n:12][c:13]([NH:18][CH2:19][c:20]2[cH:21][cH:22][c:23]([Cl:26])[cH:24][cH:25]2)[cH:14][c:15]([Cl:17])[n:16]1.[H-:8].[Na+:9].[O:27]1[CH2:28][CH2:29][CH2:30][CH2:31]1>>[C:1]([CH2:2][O:3][c:11]1[n:12][c:13]([NH:18][CH2:19][c:20]2[cH:21][cH:22][c:23]([Cl:26])[cH:24][cH:25]2)[cH:14][c:15]([Cl:17])[n:16]1)(=[O:4])[O:5][CH2:6][CH3:7]. Reactants: CCOC(C)=O, C=CC(=O)Nc1cc([N+](=O)[O-])ccc1OC, [Fe], [Na+], [OH-], O. Product: C=CC(=O)Nc1cc(N)ccc1OC. Reaction SMILES: [CH3:19][CH2:20][O:21][C:22]([CH3:23])=[O:24].[CH3:1][O:2][c:3]1[c:4]([NH:12][C:13]([CH:14]=[CH2:15])=[O:16])[cH:5][c:6]([N+:9]([O-:10])=[O:11])[cH:7][cH:8]1.[Fe:26].[Na+:18].[OH-:17].[OH2:25]>>[CH3:1][O:2][c:3]1[c:4]([NH:12][C:13]([CH:14]=[CH2:15])=[O:16])[cH:5][c:6]([NH2:9])[cH:7][cH:8]1. The reactants are O=C(O)c1ccc2c(c1)COC2=O, Cc1ccccc1, CN(C)C=O, CCCCCCC, O=S(Cl)Cl. The product is O=C(Cl)c1ccc2c(c1)COC2=O. RXN SMILES: [C:1](=[O:2])([OH:3])[c:4]1[cH:5][c:6]2[c:11]([cH:12][cH:13]1)[C:9](=[O:10])[O:8][CH2:7]2.[CH3:14][c:15]1[cH:16][cH:17][cH:18][cH:19][cH:20]1.[CH3:25][N:26]([CH3:27])[CH:28]=[O:29].[CH3:30][CH2:31][CH2:32][CH2:33][CH2:34][CH2:35][CH3:36].[S:21]([Cl:22])([Cl:23])=[O:24]>>[C:1](=[O:2])([c:4]1[cH:5][c:6]2[c:11]([cH:12][cH:13]1)[C:9](=[O:10])[O:8][CH2:7]2)[Cl:23].